This data is from the Open Reaction Database (ORD), a public repository of structured organic reaction records. The task is: describe an organic reaction: reactants, conditions, products, and yield The reactants are C(C1=CC=CC=C1)O (benzyl alcohol), [H-].[Na+] (sodium hydride), ClC1=C(C#N)C=CN=C1 (3-chloroisonicotinonitrile). Run in CN(C)C=O (DMF). Yields the product C(C1=CC=CC=C1)OC1=C(C#N)C=CN=C1 (3-benzyloxy isonicotinonitrile). Isolated yield 87.0%. RXN SMILES: [H-].[Na+].[CH2:3]([OH:10])[C:4]1[CH:9]=[CH:8][CH:7]=[CH:6][CH:5]=1.Cl[C:12]1[CH:19]=[N:18][CH:17]=[CH:16][C:13]=1[C:14]#[N:15]>CN(C=O)C>[CH2:3]([O:10][C:12]1[CH:19]=[N:18][CH:17]=[CH:16][C:13]=1[C:14]#[N:15])[C:4]1[CH:9]=[CH:8][CH:7]=[CH:6][CH:5]=1 |f:0.1|. Procedure: A mixture of 0.59 g of 60% sodium hydride (in oil) and 5 ml of DMF was stirred while ice-cooling. To the reaction mixture, 1.59 g of benzyl alcohol was added. The reaction mixture was stirred at the same temperature for 10 minutes. To the reaction mixture, 2.0 g of 3-chloroisonicotinonitrile was added, and the reaction mixture was stirred at the same temperature for 30 minutes and at room temperature for 1.5 hours. The reaction mixture was concentrated under reduced pressure, and then to ethyl a... Reactants: C[S+](C)(C)=O, C[Si](C)(C)CCOCn1nc(I)c2ccc(C=C3C(=O)Nc4ccc(F)cc43)cc21, [H-], [I-], [Na+], CN(C)C=O. The product is C[Si](C)(C)CCOCn1nc(I)c2ccc(C3CC34C(=O)Nc3ccc(F)cc34)cc21. Reaction SMILES: [CH3:2][S+:3]([CH3:4])([CH3:5])=[O:6].[F:9][c:10]1[cH:11][c:12]2[c:16]([cH:17][cH:18]1)[NH:15][C:14](=[O:19])[C:13]2=[CH:20][c:21]1[cH:22][cH:23][c:24]2[c:25]([I:38])[n:26][n:27]([CH2:30][O:31][CH2:32][CH2:33][Si:34]([CH3:35])([CH3:36])[CH3:37])[c:28]2[cH:29]1.[H-:7].[I-:1].[Na+:8].[O:39]=[CH:40][N:41]([CH3:42])[CH3:43]>>[CH2:2]1[C:13]2([c:12]3[cH:11][c:10]([F:9])[cH:18][cH:17][c:16]3[NH:15][C:14]2=[O:19])[CH:20]1[c:21]1[cH:22][cH:23][c:24]2[c:25]([I:38])[n:26][n:27]([CH2:30][O:31][CH2:32][CH2:33][Si:34]([CH3:35])([CH3:36])[CH3:37])[c:28]2[cH:29]1. Starting materials: COc1cc([N+](=O)[O-])cc(OC)c1[O-], CC#N, ClCCBr, [I-], [K+], [K+], [K+], [Na+], O=C([O-])[O-]. Yields the product COc1cc([N+](=O)[O-])cc(OC)c1OCCCl. As a reaction SMILES: [CH3:1][O:2][c:3]1[c:4]([O-:5])[c:6]([O:13][CH3:14])[cH:7][c:8]([N+:10](=[O:11])[O-:12])[cH:9]1.[CH3:28][C:29]#[N:30].[Cl:24][CH2:25][CH2:26][Br:27].[I-:22].[K+:15].[K+:16].[K+:17].[Na+:23].[O-:18][C:19]([O-:20])=[O:21]>>[CH3:1][O:2][c:3]1[c:4]([O:5][CH2:26][CH2:25][Cl:24])[c:6]([O:13][CH3:14])[cH:7][c:8]([N+:10](=[O:11])[O-:12])[cH:9]1. Starting materials: CC1(C)CCC(N(C(=O)C(C)(C)CO)C2CCN(C(=O)OC(C)(C)C)C2)CC1, CC(C)(C)N1CC(C(=O)O)C(c2ccc(Cl)cc2)C1. Yields the product CC1(C)CCC(N(C(=O)C(C)(C)CO)C2CCN(C(=O)C3CN(C(C)(C)C)CC3c3ccc(Cl)cc3)C2)CC1. Reaction SMILES: [C:1](=[O:2])([O:3][C:4]([CH3:5])([CH3:6])[CH3:7])[N:8]1[CH2:9][CH:10]([N:13]([C:14]([C:15]([CH2:16][OH:17])([CH3:18])[CH3:19])=[O:20])[CH:21]2[CH2:22][CH2:23][C:24]([CH3:27])([CH3:28])[CH2:25][CH2:26]2)[CH2:11][CH2:12]1.[C:29]([CH3:30])([CH3:31])([CH3:32])[N:33]1[CH2:34][CH:35]([C:45]([OH:46])=[O:47])[CH:36]([c:38]2[cH:39][cH:40][c:41]([Cl:44])[cH:42][cH:43]2)[CH2:37]1>>[C:1](=[O:2])([N:8]1[CH2:9][CH:10]([N:13]([C:14]([C:15]([CH2:16][OH:17])([CH3:18])[CH3:19])=[O:20])[CH:21]2[CH2:22][CH2:23][C:24]([CH3:27])([CH3:28])[CH2:25][CH2:26]2)[CH2:11][CH2:12]1)[CH:35]1[CH2:34][N:33]([C:29]([CH3:30])([CH3:31])[CH3:32])[CH2:37][CH:36]1[c:38]1[cH:39][cH:40][c:41]([Cl:44])[cH:42][cH:43]1. Reported procedure: A suspension of 2-(2 (S)-amino-3-phenyl-propylamino)-3-methyl-5-nitro-6-pyridin-4-yl-3H-pyrimidin-4-one (0.2 mmol) and Pd/C was stirred over a hydrogen filled balloon for 1 h at room temperature. The product was filtered through a bed of celite, and the solvents removed under vacuum. The product was purified on reverse phase HPLC M+1=351. Product: N[C@H](CNC1=NC(=C(C(N1C)=O)N)C1=CC=NC=C1)CC1=CC=CC=C1 (2-(2 (S)-Amino-3-phenyl-propylamino)-3-methyl-5-amino-6-pyridin-4-yl-3H-pyrimidin-4-one). The reactants are N[C@H](CNC1=NC(=C(C(N1C)=O)[N+](=O)[O-])C1=CC=NC=C1)CC1=CC=CC=C1 (2-(2 (S)-amino-3-phenyl-propylamino)-3-methyl-5-nitro-6-pyridin-4-yl-3H-pyrimidin-4-one), [H][H] (hydrogen). As a reaction SMILES: [NH2:1][C@@H:2]([CH2:22][C:23]1[CH:28]=[CH:27][CH:26]=[CH:25][CH:24]=1)[CH2:3][NH:4][C:5]1[N:10]([CH3:11])[C:9](=[O:12])[C:8]([N+:13]([O-])=O)=[C:7]([C:16]2[CH:21]=[CH:20][N:19]=[CH:18][CH:17]=2)[N:6]=1.[H][H]>[Pd]>[NH2:1][C@@H:2]([CH2:22][C:23]1[CH:28]=[CH:27][CH:26]=[CH:25][CH:24]=1)[CH2:3][NH:4][C:5]1[N:10]([CH3:11])[C:9](=[O:12])[C:8]([NH2:13])=[C:7]([C:16]2[CH:17]=[CH:18][N:19]=[CH:20][CH:21]=2)[N:6]=1. Reagents/catalysts: [Pd] (Pd/C). The reactants are [OH-].[Na+] (sodium hydroxide), ice, C(CCC)N1CC(OC(C1)COCC1=CC=CC=C1)CO (4-butyl-6-[(phenylmethoxy)methyl]-2-morpholinemethanol), ClCC(=O)N(CCC)CCC (2-chloro-N,N-dipropylacetamide), O (water). Solvent: CS(=O)C (dimethyl sulfoxide), CS(=O)C (dimethyl sulfoxide). Product: C(CCC)N1CC(OC(C1)COCC1=CC=CC=C1)COCC(=O)N(CCC)CCC (2-[[4-Butyl-6-[(phenylmethoxy)methyl]-2-morpholinyl]methoxy]-N,N-dipropylacetamide). The yield is 93.7%. Reaction SMILES: [CH2:1]([N:5]1[CH2:10][CH:9]([CH2:11][O:12][CH2:13][C:14]2[CH:19]=[CH:18][CH:17]=[CH:16][CH:15]=2)[O:8][CH:7]([CH2:20][OH:21])[CH2:6]1)[CH2:2][CH2:3][CH3:4].Cl[CH2:23][C:24]([N:26]([CH2:30][CH2:31][CH3:32])[CH2:27][CH2:28][CH3:29])=[O:25].[OH-].[Na+].O>CS(C)=O>[CH2:1]([N:5]1[CH2:10][CH:9]([CH2:11][O:12][CH2:13][C:14]2[CH:15]=[CH:16][CH:17]=[CH:18][CH:19]=2)[O:8][CH:7]([CH2:20][O:21][CH2:23][C:24]([N:26]([CH2:30][CH2:31][CH3:32])[CH2:27][CH2:28][CH3:29])=[O:25])[CH2:6]1)[CH2:2][CH2:3][CH3:4] |f:2.3|. Procedure: A mixture of 16.2 g of 4-butyl-6-[(phenylmethoxy)methyl]-2-morpholinemethanol (0.055 mole) and 9.81 g of 2-chloro-N,N-dipropylacetamide (0.055 mole) are dissolved in 200 ml of dry dimethyl sulfoxide and the mixture stirred at room temperature under nitrogen. Slowly, 1.0 g of sodium hydroxide (0.04 mole) is added to the dimethyl sulfoxide mixture and the reaction allowed to stir at ambient temperature (23°). After stirring for 10 minutes an exothermic reaction begins to take place and an ice-bath... Reactants: CC(C)(C)[Si](OCCC#N)(c1ccccc1)c1ccccc1, O=C([O-])O, CO, Cl, NO, [Na+]. The product is CC(C)(C)[Si](OCCC(N)=NO)(c1ccccc1)c1ccccc1. Reaction SMILES: [C:1]([CH3:2])([CH3:3])([CH3:4])[Si:5]([O:6][CH2:7][CH2:8][C:9]#[N:10])([c:11]1[cH:12][cH:13][cH:14][cH:15][cH:16]1)[c:17]1[cH:18][cH:19][cH:20][cH:21][cH:22]1.[C:26](=[O:27])([OH:28])[O-:29].[CH3:31][OH:32].[ClH:23].[NH2:24][OH:25].[Na+:30]>>[C:1]([CH3:2])([CH3:3])([CH3:4])[Si:5]([O:6][CH2:7][CH2:8][C:9]([NH2:10])=[N:24][OH:25])([c:11]1[cH:12][cH:13][cH:14][cH:15][cH:16]1)[c:17]1[cH:18][cH:19][cH:20][cH:21][cH:22]1. Starting materials: BrCC1=NN(C(C=2N(C=3C=CC(=CC3C21)F)CC)=O)C2=CC=CC=C2 (1-(bromomethyl)-5-ethyl-8-fluoro-3-phenyl-3,5-dihydro-4H-pyridazino[4,5-b]indol-4-one), [C-]#N.[Na+] (sodium cyanide). Reagents/catalysts: [Br-].C(CCC)[N+](CCCC)(CCCC)CCCC (tetrabutylammonium bromide). Solvent: ClCCl (dichloromethane), O (water). Product: C(C)N1C2=C(C=3C=C(C=CC13)F)C(=NN(C2=O)C2=CC=CC=C2)CC#N (5-Ethyl-8-fluoro-4-oxo-3-phenyl-3,5-dihydro-4H-pyridazino[4,5-b]indole-1-acetonitrile). Yield: 93.3%. Reaction SMILES: Br[CH2:2][C:3]1[C:15]2[C:14]3[CH:13]=[C:12]([F:16])[CH:11]=[CH:10][C:9]=3[N:8]([CH2:17][CH3:18])[C:7]=2[C:6](=[O:19])[N:5]([C:20]2[CH:25]=[CH:24][CH:23]=[CH:22][CH:21]=2)[N:4]=1.[C-:26]#[N:27].[Na+]>[Br-].C([N+](CCCC)(CCCC)CCCC)CCC.ClCCl.O>[CH2:17]([N:8]1[C:9]2[CH:10]=[CH:11][C:12]([F:16])=[CH:13][C:14]=2[C:15]2[C:3]([CH2:2][C:26]#[N:27])=[N:4][N:5]([C:20]3[CH:21]=[CH:22][CH:23]=[CH:24][CH:25]=3)[C:6](=[O:19])[C:7]1=2)[CH3:18] |f:1.2,3.4|. Procedure details: A two-phase mixture of 7.2 g (18 mmol) of 1-(bromomethyl)-5-ethyl-8-fluoro-3-phenyl-3,5-dihydro-4H-pyridazino[4,5-b]indol-4-one, of 3.53 g (72 mmol) of sodium cyanide and of 0.58 g (1.8 mmol) of tetrabutylammonium bromide in 300 ml of dichloromethane and 150 ml of water is stirred vigorously for 12 h. The organic phase is separated, washed several times with water, dried over magnesium sulphate and concentrated under reduced pressure. 5.8 g (16.8 mmol) of compound are isolated, which compound is... The reactants are ClC1=C(C(=NC=2N1C=CN2)Cl)C2=C(C=CC=C2)F (5,7-Dichloro-6-(2-fluorophenyl)-imidazo[1,2-a]pyrimidine). Reagents/catalysts: [Zn].[Cu] (zinc copper). Solvent: CO (methanol), C1CCOC1 (THF). Reaction conditions: time 18 hour. Product: ClC1=NC=2N(C=C1C1=C(C=CC=C1)F)C=CN2 (7-chloro-6-(2-fluorophenyl)-imidazo[1,2-a]pyrimidine). RXN SMILES: Cl[C:2]1[N:7]2[CH:8]=[CH:9][N:10]=[C:6]2[N:5]=[C:4]([Cl:11])[C:3]=1[C:12]1[CH:17]=[CH:16][CH:15]=[CH:14][C:13]=1[F:18]>CO.C1COCC1.[Zn].[Cu]>[Cl:11][C:4]1[C:3]([C:12]2[CH:17]=[CH:16][CH:15]=[CH:14][C:13]=2[F:18])=[CH:2][N:7]2[CH:8]=[CH:9][N:10]=[C:6]2[N:5]=1 |f:3.4|. Procedure details: 0.86 g (3.05 mmol) 5,7-Dichloro-6-(2-fluorophenyl)-imidazo[1,2-a]pyrimidine are given in 1.5 mL methanol and 8.6 mL THF. After addition of 0.589 g (4.6 mmol) zinc/copper pair the mixture is stirred at rt for 18 hours. The reaction mixture is filtered via a glass microfibre filter and washed with plenty of methanol. The solvent is evaporated and the residue is treated and evaporated three times with toluene. After chromatography on silicagel (eluents dichloromethane/methanol) 672.4 mg (89%) of th...